Dataset: the Open Reaction Database (ORD), a public repository of structured organic reaction records. Task: describe an organic reaction: reactants, conditions, products, and yield The reactants are BrC1=CC=C(C=C1)C1(S(N=C(OC1(C)C)N[C@@H](CCO[Si](C)(C)C(C)(C)C)C1=CC=CC=C1)(=O)=O)C ([5-(4-bromophenyl)-5,6,6-trimethyl-4,4-dioxo-5,6-dihydro-4H-4lambda6-1,4,3-oxathiazin-2-yl]-[(S)-3-(tert-butyldimethylsilanyloxy)-1-phenylpropyl]amine), C1(=CC=CC=C1)[Li] (phenyllithium). The reagents and catalysts are C1=CC=C(C=C1)P([C-]2C=CC=C2)C3=CC=CC=C3.C1=CC=C(C=C1)P([C-]2C=CC=C2)C3=CC=CC=C3.Cl[Pd]Cl.[Fe+2] (dichloro[1,1′-bis(diphenylphosphino)ferrocene]palladium), [Cl-].[Zn+2].[Cl-] (zinc chloride). Run in C1CCOC1 (THF), C1CCOC1 (THF), C(CCC)OCCCC (dibutyl ether). Run at time 30 minute. Product: C1(=CC=C(C=C1)C1(S(N=C(OC1(C)C)N[C@@H](CCO)C1=CC=CC=C1)(=O)=O)C)C1=CC=CC=C1 ((S)-3-(5-Biphenyl-4-yl-5,6,6-trimethyl-4,4-dioxo-5,6-dihydro-4H-4lambda6-[1,4,3]oxathiazin-2-ylamino)-3-phenylpropan-1-ol). Reaction SMILES: [C:1]1([Li])[CH:6]=[CH:5][CH:4]=[CH:3][CH:2]=1.Br[C:9]1[CH:14]=[CH:13][C:12]([C:15]2([CH3:43])[C:20]([CH3:22])([CH3:21])[O:19][C:18]([NH:23][C@H:24]([C:35]3[CH:40]=[CH:39][CH:38]=[CH:37][CH:36]=3)[CH2:25][CH2:26][O:27][Si](C(C)(C)C)(C)C)=[N:17][S:16]2(=[O:42])=[O:41])=[CH:11][CH:10]=1>C1COCC1.C(OCCCC)CCC.[Cl-].[Zn+2].[Cl-].C1C=CC(P(C2C=CC=CC=2)[C-]2C=CC=C2)=CC=1.C1C=CC(P(C2C=CC=CC=2)[C-]2C=CC=C2)=CC=1.Cl[Pd]Cl.[Fe+2]>[C:9]1([C:1]2[CH:6]=[CH:5][CH:4]=[CH:3][CH:2]=2)[CH:10]=[CH:11][C:12]([C:15]2([CH3:43])[C:20]([CH3:22])([CH3:21])[O:19][C:18]([NH:23][C@H:24]([C:35]3[CH:36]=[CH:37][CH:38]=[CH:39][CH:40]=3)[CH2:25][CH2:26][OH:27])=[N:17][S:16]2(=[O:41])=[O:42])=[CH:13][CH:14]=1 |f:4.5.6,7.8.9.10|. Procedure details: Under inert gas, 5.52 ml of a 0.5 N zinc chloride solution in THF were cooled to −75° C., and 1.02 ml of a 1.8 N phenyllithium solution in dibutyl ether was added dropwise. The reaction solution was allowed to come to room temperature and stirred for 30 minutes. Then this solution was added to a solution of 110 mg of [5-(4-bromophenyl)-5,6,6-trimethyl-4,4-dioxo-5,6-dihydro-4H-4lambda6-1,4,3-oxathiazin-2-yl]-[(S)-3-(tert-butyldimethylsilanyloxy)-1-phenylpropyl]amine and 8 mg of dichloro[1,1′-bis(... Procedure details: To 4-(tert-butyl)-N-[3-(2-hydroxyethoxy)-1-methyl-4-(4-methylphenyl)-1H-pyrazol-5-yl]benzenesulfonamide (Example 2) (196 mg) in tetrahydrofuran (2.5 ml) at room temperature under an atmosphere of nitrogen was added sodium hydride (60% dispersion in oil, 37 mg) and the mixture was stirred for 5 minutes. To the mixture was added a solution of 5-chloro-2-methylsulphonylpyrimidine (94 mg) in tetrahydrofuran (5 ml) and dimethylacetamide (0.5 ml) the mixture was stirred for a further 48 hrs. The react... Solvent: O1CCCC1 (tetrahydrofuran), O (water), O1CCCC1 (tetrahydrofuran), CC(=O)N(C)C (dimethylacetamide). Reaction SMILES: [C:1]([C:5]1[CH:10]=[CH:9][C:8]([S:11]([NH:14][C:15]2[N:19]([CH3:20])[N:18]=[C:17]([O:21][CH2:22][CH2:23][OH:24])[C:16]=2[C:25]2[CH:30]=[CH:29][C:28]([CH3:31])=[CH:27][CH:26]=2)(=[O:13])=[O:12])=[CH:7][CH:6]=1)([CH3:4])([CH3:3])[CH3:2].[H-].[Na+].[Cl:34][C:35]1[CH:36]=[N:37][C:38](S(C)(=O)=O)=[N:39][CH:40]=1>O1CCCC1.CC(N(C)C)=O.O>[C:1]([C:5]1[CH:6]=[CH:7][C:8]([S:11]([NH:14][C:15]2[N:19]([CH3:20])[N:18]=[C:17]([O:21][CH2:22][CH2:23][O:24][C:38]3[N:39]=[CH:40][C:35]([Cl:34])=[CH:36][N:37]=3)[C:16]=2[C:25]2[CH:30]=[CH:29][C:28]([CH3:31])=[CH:27][CH:26]=2)(=[O:12])=[O:13])=[CH:9][CH:10]=1)([CH3:4])([CH3:3])[CH3:2] |f:1.2|. Reactants: C(C)(C)(C)C1=CC=C(C=C1)S(=O)(=O)NC1=C(C(=NN1C)OCCO)C1=CC=C(C=C1)C (4-(tert-butyl)-N-[3-(2-hydroxyethoxy)-1-methyl-4-(4-methylphenyl)-1H-pyrazol-5-yl]benzenesulfonamide), [H-].[Na+] (sodium hydride), ClC=1C=NC(=NC1)S(=O)(=O)C (5-chloro-2-methylsulphonylpyrimidine). Run at time 5 minute. The yield is 69.2%. Yields the product C(C)(C)(C)C1=CC=C(C=C1)S(=O)(=O)NC1=C(C(=NN1C)OCCOC1=NC=C(C=N1)Cl)C1=CC=C(C=C1)C (4-(tert-butyl)-N-[3-{2-[(5-chloro-2-pyrimidinyl)oxy]ethoxy}-1-methyl-4-(4-methylphenyl)-1H-pyrazol-5-yl]benzenesulfonamide). Starting materials: [C@H]1(CCC2=CC=CC=C12)NC1=NC2=CC=CC(=C2C=C1)I ((R)-indan-1-yl-(5-iodo-quinolin-2-yl)-amine), CN(C=O)C (dimethylformamide), O (water). The reagents and catalysts are [C-]#N.[Zn+2].[C-]#N (zinc cyanide), [Pd].C1(=CC=CC=C1)P(C1=CC=CC=C1)C1=CC=CC=C1.C1(=CC=CC=C1)P(C1=CC=CC=C1)C1=CC=CC=C1.C1(=CC=CC=C1)P(C1=CC=CC=C1)C1=CC=CC=C1.C1(=CC=CC=C1)P(C1=CC=CC=C1)C1=CC=CC=C1 (tetrakis-(triphenylphosphine)-palladium). Run at temperature 160 celsius. The product is [C@H]1(CCC2=CC=CC=C12)NC1=NC=2C=CC=C(C2C=C1)C#N (2-((R)-indan-1-ylamino)-quinoline-5-carbonitrile). The yield is 79.0%. Reaction SMILES: [C@H:1]1([NH:10][C:11]2[CH:20]=[CH:19][C:18]3[C:13](=[CH:14][CH:15]=[CH:16][C:17]=3I)[N:12]=2)[C:9]2[C:4](=[CH:5][CH:6]=[CH:7][CH:8]=2)[CH2:3][CH2:2]1.O.[CH3:23][N:24](C)C=O>[C-]#N.[Zn+2].[C-]#N.[Pd].C1(P(C2C=CC=CC=2)C2C=CC=CC=2)C=CC=CC=1.C1(P(C2C=CC=CC=2)C2C=CC=CC=2)C=CC=CC=1.C1(P(C2C=CC=CC=2)C2C=CC=CC=2)C=CC=CC=1.C1(P(C2C=CC=CC=2)C2C=CC=CC=2)C=CC=CC=1>[C@H:1]1([NH:10][C:11]2[CH:20]=[CH:19][C:18]3[C:17]([C:23]#[N:24])=[CH:16][CH:15]=[CH:14][C:13]=3[N:12]=2)[C:9]2[C:4](=[CH:5][CH:6]=[CH:7][CH:8]=2)[CH2:3][CH2:2]1 |f:3.4.5,6.7.8.9.10|. Procedure: A mixture of (R)-indan-1-yl-(5-iodo-quinolin-2-yl)-amine (example 1, step A) (1.44 g, 3.73 mmol), zinc cyanide (482 mg, 4.1 mmol) and tetrakis-(triphenylphosphine)-palladium (431 mg, 0.37 mmol) in dimethylformamide (20 ml) was heated at 160° C. for 15 min in a microwave reactor. The reaction mixture was poured into water (50 ml) and extracted with ethyl acetate (2×100 ml). The combined organic layers were washed with brine (50 ml), dried (MgSO4) and evaporated. The crude product was purified by ... Starting materials: C(#N)C=1C=C(C=CC1)B(O)O (3-Cyanophenylboronic acid), ClC1=NN=C(C2=CC=CC=C12)NC1=CC=C(C=C1)OC1=CC=NC2=CC(=CN=C12)OC (4-chloro-N-(4-(7-methoxy-1,5-naphthyridin-4-yloxy)phenyl)phthalazin-1-amine), C([O-])([O-])=O.[Na+].[Na+] (sodium carbonate). The reagents and catalysts are C1=CC=C(C=C1)P([C-]2C=CC=C2)C3=CC=CC=C3.C1=CC=C(C=C1)P([C-]2C=CC=C2)C3=CC=CC=C3.Cl[Pd]Cl.[Fe+2] (1,1′-bis(diphenylphosphino)ferrocene-palladium dichloride). Run at temperature 100 celsius. The product is COC1=CN=C2C(=CC=NC2=C1)OC1=CC=C(C=C1)NC1=NN=C(C2=CC=CC=C12)C=1C=C(C#N)C=CC1 (3-(4-(4-(7-methoxy-1,5-naphthyridin-4-yloxy)phenylamino)phthalazin-1-yl)benzonitrile). RXN SMILES: [C:1]([C:3]1[CH:4]=[C:5](B(O)O)[CH:6]=[CH:7][CH:8]=1)#[N:2].Cl[C:13]1[C:22]2[C:17](=[CH:18][CH:19]=[CH:20][CH:21]=2)[C:16]([NH:23][C:24]2[CH:29]=[CH:28][C:27]([O:30][C:31]3[C:40]4[C:35](=[CH:36][C:37]([O:41][CH3:42])=[CH:38][N:39]=4)[N:34]=[CH:33][CH:32]=3)=[CH:26][CH:25]=2)=[N:15][N:14]=1.C(=O)([O-])[O-].[Na+].[Na+]>C1C=CC(P(C2C=CC=CC=2)[C-]2C=CC=C2)=CC=1.C1C=CC(P(C2C=CC=CC=2)[C-]2C=CC=C2)=CC=1.Cl[Pd]Cl.[Fe+2]>[CH3:42][O:41][C:37]1[CH:36]=[C:35]2[C:40]([C:31]([O:30][C:27]3[CH:28]=[CH:29][C:24]([NH:23][C:16]4[C:17]5[C:22](=[CH:21][CH:20]=[CH:19][CH:18]=5)[C:13]([C:7]5[CH:8]=[C:3]([CH:4]=[CH:5][CH:6]=5)[C:1]#[N:2])=[N:14][N:15]=4)=[CH:25][CH:26]=3)=[CH:32][CH:33]=[N:34]2)=[N:39][CH:38]=1 |f:2.3.4,5.6.7.8|. Procedure: In a nitrogen purged sealed tube, 1,4-dioxane (1.4 mL) was added and the tube was purged with nitrogen for 5 min and sealed. 3-Cyanophenylboronic acid (0.056 g, 0.384 mmol), 4-chloro-N-(4-(7-methoxy-1,5-naphthyridin-4-yloxy)phenyl)phthalazin-1-amine (0.150 g, 0.349 mmol), and 2.0 M sodium carbonate (0.349 mL, 0.698 mmol) were added to the tube, followed by 1,1′-bis(diphenylphosphino)ferrocene-palladium dichloride (0.013 g, 0.017 mmol). The tube was purged with nitrogen, sealed, and the mixture w... Starting materials: C(#N)C=1C=C(COC2=C(C=3C=C4N(C3C=C2)CCC4CC(=O)OCC)C)C=CC1OC(C)C (ethyl 2-(7-(3-cyano-4-isopropoxybenzyloxy)-8-methyl-2,3-dihydro-1H-pyrrolo[1,2-a]indol-1-yl)acetate), [Li+].[OH-] (LiOH), C(CC(O)(C(=O)O)CC(=O)O)(=O)O (citric acid). The solvent is O1CCOCC1 (dioxane). Conditions: time 5 hour. The product is C(#N)C=1C=C(COC2=C(C=3C=C4N(C3C=C2)CCC4CC(=O)O)C)C=CC1OC(C)C (2-(7-(3-Cyano-4-isopropoxybenzyloxy)-8-methyl-2,3-dihydro-1H-pyrrolo[1,2-a]indol-1-yl)acetic Acid). The yield is 90.3%. RXN SMILES: [C:1]([C:3]1[CH:4]=[C:5]([CH:27]=[CH:28][C:29]=1[O:30][CH:31]([CH3:33])[CH3:32])[CH2:6][O:7][C:8]1[CH:16]=[CH:15][C:14]2[N:13]3[CH2:17][CH2:18][CH:19]([CH2:20][C:21]([O:23]CC)=[O:22])[C:12]3=[CH:11][C:10]=2[C:9]=1[CH3:26])#[N:2].[Li+].[OH-].C(O)(=O)CC(CC(O)=O)(C(O)=O)O>O1CCOCC1>[C:1]([C:3]1[CH:4]=[C:5]([CH:27]=[CH:28][C:29]=1[O:30][CH:31]([CH3:33])[CH3:32])[CH2:6][O:7][C:8]1[CH:16]=[CH:15][C:14]2[N:13]3[CH2:17][CH2:18][CH:19]([CH2:20][C:21]([OH:23])=[O:22])[C:12]3=[CH:11][C:10]=2[C:9]=1[CH3:26])#[N:2] |f:1.2|. Procedure: To a solution of ethyl 2-(7-(3-cyano-4-isopropoxybenzyloxy)-8-methyl-2,3-dihydro-1H-pyrrolo[1,2-a]indol-1-yl)acetate (130 mg, 0.291 mmol) in dioxane (2 mL) was added a 1 M LiOH aqueous solution (1.747 mL, 1.747 mmol). The reaction mixture was stirred at room temperature for 5 h, acidified to pH 3 with 0.5 M citric acid aqueous solution, and extracted with ethyl acetate. The combined organics were washed with water, dried over anhydrous Na2SO4, and concentrated to give the title compound as pink ... Reagents/catalysts: C1=CC=C(C=C1)P([C-]2C=CC=C2)C3=CC=CC=C3.C1=CC=C(C=C1)P([C-]2C=CC=C2)C3=CC=CC=C3.Cl[Pd]Cl.[Fe+2] (Pd(dppf)Cl2). The product is Cl.NC=1C(=NC(=CN1)C1=CC=C(C=C1)S(=O)(=O)N1CCCC1)C(=O)NCCN1CCOCC1 (3-Amino-N-(2-morpholin-4-ylethyl)-6-[4-(pyrrolidin-1-ylsulfonyl)phenyl]pyrazine-2-carboxamide hydrochloride). Run in CO (methanol), O1CCCC1 (tetrahydrofuran), O1CCCC1 (tetrahydrofuran). As a reaction SMILES: C([Li])CCC.B(OC(C)C)(OC(C)C)OC(C)C.Br[C:20]1[CH:25]=[CH:24][C:23]([S:26]([N:29]2[CH2:33][CH2:32][CH2:31][CH2:30]2)(=[O:28])=[O:27])=[CH:22][CH:21]=1.[ClH:34].C(=O)([O-])[O-].[Na+].[Na+].[NH2:41][C:42]1[C:43]([C:49]([NH:51][CH2:52][CH2:53][N:54]2[CH2:59][CH2:58][O:57][CH2:56][CH2:55]2)=[O:50])=[N:44][C:45](Br)=[CH:46][N:47]=1>O1CCCC1.CO.C1C=CC(P(C2C=CC=CC=2)[C-]2C=CC=C2)=CC=1.C1C=CC(P(C2C=CC=CC=2)[C-]2C=CC=C2)=CC=1.Cl[Pd]Cl.[Fe+2]>[ClH:34].[NH2:41][C:42]1[C:43]([C:49]([NH:51][CH2:52][CH2:53][N:54]2[CH2:59][CH2:58][O:57][CH2:56][CH2:55]2)=[O:50])=[N:44][C:45]([C:20]2[CH:25]=[CH:24][C:23]([S:26]([N:29]3[CH2:33][CH2:32][CH2:31][CH2:30]3)(=[O:28])=[O:27])=[CH:22][CH:21]=2)=[CH:46][N:47]=1 |f:4.5.6,10.11.12.13,14.15|. Isolated yield 23.7%. Starting materials: Cl (HCl), C(CCC)[Li] (n-Butyllithium), B(OC(C)C)(OC(C)C)OC(C)C (triisopropyl borate), BrC1=CC=C(C=C1)S(=O)(=O)N1CCCC1 (1-[(4-bromophenyl)sulfonyl]pyrrolidine), Cl (HCl), C([O-])([O-])=O.[Na+].[Na+] (sodium carbonate), NC=1C(=NC(=CN1)Br)C(=O)NCCN1CCOCC1 (3-Amino-6-bromo-N-(2-morpholin-4-ylethyl)pyrazine-2-carboxamide). Reaction conditions: temperature -78 celsius, time 1 hour. Procedure: n-Butyllithium (1.6 mL, 2.6 mmol) was added dropwise over 10 min to a cooled solution (−78° C.) of triisopropyl borate (0.6 mL, 2.6 mmol), and 1-[(4-bromophenyl)sulfonyl]pyrrolidine (0.251 g, 0.86 mmol) in anhydrous tetrahydrofuran (10 mL) under an atmosphere of nitrogen. The resulting mixture was stirred at −78° C. for 1 h and the mixture was allowed to warm up to room temperature. Aqueous HCl (3 M, 1.4 mL, 4.3 mmol) was added and the mixture was stirred for 10 min followed by the addition of s... The reactants are O=CO, CC(C)(C)OC(=O)N1CC=C(c2cn(-c3ccccc3)nn2)CC1. The product is C1=C(c2cn(-c3ccccc3)nn2)CCNC1. RXN SMILES: [CH:25]([OH:26])=[O:27].[c:1]1(-[n:7]2[n:8][n:9][c:10]([C:12]3=[CH:17][CH2:16][N:15]([C:18]([O:19][C:20]([CH3:21])([CH3:22])[CH3:23])=[O:24])[CH2:14][CH2:13]3)[cH:11]2)[cH:2][cH:3][cH:4][cH:5][cH:6]1>>[c:1]1(-[n:7]2[n:8][n:9][c:10]([C:12]3=[CH:17][CH2:16][NH:15][CH2:14][CH2:13]3)[cH:11]2)[cH:2][cH:3][cH:4][cH:5][cH:6]1.